From a dataset of the Open Reaction Database (ORD), a public repository of structured organic reaction records. describe an organic reaction: reactants, conditions, products, and yield Starting materials: CN(C)C=O, Fc1ccc(CCl)nc1, Nc1ccc(-c2cc(Cc3ccc(O)cc3)no2)c(N)n1, [Na+], C1CCOC1, [OH-]. The product is Nc1ccc(-c2cc(Cc3ccc(OCc4ccc(F)cn4)cc3)no2)c(N)n1. Reaction SMILES: [CH3:38][N:39]([CH3:40])[CH:41]=[O:42].[Cl:29][CH2:30][c:31]1[n:32][cH:33][c:34]([F:37])[cH:35][cH:36]1.[NH2:6][c:7]1[n:8][c:9]([NH2:26])[cH:10][cH:11][c:12]1-[c:13]1[cH:14][c:15]([CH2:18][c:19]2[cH:20][cH:21][c:22]([OH:25])[cH:23][cH:24]2)[n:16][o:17]1.[Na+:28].[O:1]1[CH2:2][CH2:3][CH2:4][CH2:5]1.[OH-:27]>>[NH2:6][c:7]1[n:8][c:9]([NH2:26])[cH:10][cH:11][c:12]1-[c:13]1[cH:14][c:15]([CH2:18][c:19]2[cH:20][cH:21][c:22]([O:25][CH2:30][c:31]3[n:32][cH:33][c:34]([F:37])[cH:35][cH:36]3)[cH:23][cH:24]2)[n:16][o:17]1. Reactants: O=C1CCCCCC1, [BH3-]C#N, CC(=O)O, CO, Cc1ccc(NC(=O)c2cc(Cl)ccc2NCC2CCNCC2)nc1, [Na+], C1CCOC1. Yields the product Cc1ccc(NC(=O)c2cc(Cl)ccc2NCC2CCN(C3CCCCCC3)CC2)nc1. Reaction SMILES: [C:26]1(=[O:33])[CH2:27][CH2:28][CH2:29][CH2:30][CH2:31][CH2:32]1.[C:34]([BH3-:35])#[N:36].[C:38]([OH:39])(=[O:40])[CH3:41].[CH3:42][OH:43].[Cl:1][c:2]1[cH:3][cH:4][c:5]([NH:18][CH2:19][CH:20]2[CH2:21][CH2:22][NH:23][CH2:24][CH2:25]2)[c:6]([C:7](=[O:8])[NH:9][c:10]2[n:11][cH:12][c:13]([CH3:16])[cH:14][cH:15]2)[cH:17]1.[Na+:37].[O:44]1[CH2:45][CH2:46][CH2:47][CH2:48]1>>[Cl:1][c:2]1[cH:3][cH:4][c:5]([NH:18][CH2:19][CH:20]2[CH2:21][CH2:22][N:23]([CH:26]3[CH2:27][CH2:28][CH2:29][CH2:30][CH2:31][CH2:32]3)[CH2:24][CH2:25]2)[c:6]([C:7](=[O:8])[NH:9][c:10]2[n:11][cH:12][c:13]([CH3:16])[cH:14][cH:15]2)[cH:17]1. Starting materials: C1(CCCCC1)N(C(NC=1SC(=CN1)SCC(=O)O)=O)[C@@H]1CC[C@H](CC1)COC ({2-[3-cyclohexyl-3-(trans-4-methoxymethyl-cyclohexyl)-ureido]-thiazol-5-ylsulfanyl}-acetic acid), C1(CCCCCC1)N[C@@H]1CC[C@H](CC1)COCC1CC1 (cycloheptyl-(trans-4-cyclopropylmethoxymethyl-cyclohexyl)-amine), C(C)OC(C(C)SC1=CN=C(S1)N)=O ((2-amino-thiazol-5-ylsulfanyl)-propionic acid ethyl ester). Product: C1(CCCCCC1)N(C(NC=1SC(=CN1)SCCC(=O)O)=O)[C@@H]1CC[C@H](CC1)COCC1CC1 (3-{2-[3-Cycloheptyl-3-(trans-4-cyclopropylmethoxymethyl-cyclohexyl)-ureido]-thiazol-5-ylsulfanyl}-propionic acid). As a reaction SMILES: C1(N([C@H]2CC[C@H](COC)CC2)[C:8](=[O:20])[NH:9][C:10]2[S:11][C:12]([S:15][CH2:16][C:17](O)=O)=[CH:13][N:14]=2)CCCCC1.[CH:30]1([NH:37][C@H:38]2[CH2:43][CH2:42][C@H:41]([CH2:44][O:45][CH2:46][CH:47]3[CH2:49][CH2:48]3)[CH2:40][CH2:39]2)[CH2:36][CH2:35][CH2:34][CH2:33][CH2:32][CH2:31]1.C([O:52][C:53](=[O:63])C(SC1SC(N)=NC=1)C)C>>[CH:30]1([N:37]([C@H:38]2[CH2:43][CH2:42][C@H:41]([CH2:44][O:45][CH2:46][CH:47]3[CH2:49][CH2:48]3)[CH2:40][CH2:39]2)[C:8](=[O:20])[NH:9][C:10]2[S:11][C:12]([S:15][CH2:16][CH2:17][C:53]([OH:63])=[O:52])=[CH:13][N:14]=2)[CH2:31][CH2:32][CH2:33][CH2:34][CH2:35][CH2:36]1. Procedure details: Prepared in a similar manner to {2-[3-cyclohexyl-3-(trans-4-methoxymethyl-cyclohexyl)-ureido]-thiazol-5-ylsulfanyl}-acetic acid via cycloheptyl-(trans-4-cyclopropylmethoxymethyl-cyclohexyl)-amine and (2-amino-thiazol-5-ylsulfanyl)-propionic acid ethyl ester to give the title compound. Product: O=S(=O)(c1ccccc1)n1cc(C2=CCN3CCCC3C2)c2cnccc21. RXN SMILES: [CH2:1]1[CH2:2][CH2:3][N:4]2[CH2:5][CH:6]=[C:7]([c:10]3[cH:11][nH:12][c:13]4[cH:14][cH:15][n:16][cH:17][c:18]34)[CH2:8][CH:9]12.[CH2:39]1[O:40][CH2:41][CH2:42][CH2:43]1.[CH3:30][Si:31]([N-:32][Si:33]([CH3:34])([CH3:35])[CH3:36])([CH3:37])[CH3:38].[Na+:29].[c:19]1([S:25](=[O:26])(=[O:27])[Cl:28])[cH:20][cH:21][cH:22][cH:23][cH:24]1>>[CH2:1]1[CH2:2][CH2:3][N:4]2[CH2:5][CH:6]=[C:7]([c:10]3[cH:11][n:12]([S:25]([c:19]4[cH:20][cH:21][cH:22][cH:23][cH:24]4)(=[O:26])=[O:27])[c:13]4[cH:14][cH:15][n:16][cH:17][c:18]34)[CH2:8][CH:9]12. Reactants: C1=C(c2c[nH]c3ccncc23)CC2CCCN2C1, C1CCOC1, C[Si](C)(C)[N-][Si](C)(C)C, [Na+], O=S(=O)(Cl)c1ccccc1. Starting materials: CC1=C(C=C(C=C1)C)[Mg]Br (2,5-dimethylphenylmagnesium bromide), BrC1=CC(=C(C#N)C=C1)C (4-bromo-2-methylbenzonitrile), C1(=CC=CC=C1)P(C1=CC=CC=C1)C1=CC=CC=C1 (triphenylphosphine). Reagents/catalysts: [Pd](Cl)Cl (palladium (II) chloride). The solvent is O1CCCC1 (tetrahydrofuran), O1CCCC1 (tetrahydrofuran). Product: CC=1C=C(C=CC1C#N)C1=C(C=CC(=C1)C)C (3,2',5'-trimethylbiphenyl-4-carbonitrile). The yield is 90.0%. RXN SMILES: [CH3:1][C:2]1[CH:7]=[CH:6][C:5]([CH3:8])=[CH:4][C:3]=1[Mg]Br.Br[C:12]1[CH:19]=[CH:18][C:15]([C:16]#[N:17])=[C:14]([CH3:20])[CH:13]=1.C1(P(C2C=CC=CC=2)C2C=CC=CC=2)C=CC=CC=1>O1CCCC1.[Pd](Cl)Cl>[CH3:20][C:14]1[CH:13]=[C:12]([C:3]2[CH:4]=[C:5]([CH3:8])[CH:6]=[CH:7][C:2]=2[CH3:1])[CH:19]=[CH:18][C:15]=1[C:16]#[N:17]. Procedure details: 2,5-dimethylphenylmagnesium bromide (84 g, 20% solution in tetrahydrofuran) is added dropwise over five hours to a refluxing solution of 4-bromo-2-methylbenzonitrile (16 g), palladium (II) chloride (0.57 g) and triphenylphosphine (1.7 g) in tetrahydrofuran (100 ml). [HPLC: yield 90-95%]. After cooling to room temperature tetrahydrofuran is removed under vacuum. The residue is taken up in toluene/water (1:1) (200 ml) and filtered. The aqueous phase is separated off, and the solvent removed by dis...